This data is from the Open Reaction Database (ORD), a public repository of structured organic reaction records. The task is: describe an organic reaction: reactants, conditions, products, and yield Reactants: S(O)(O)(=O)=O (sulphuric acid), C(C)(C)(C)C1=CC(=C(N)C(=C1)C)Cl (4-t-Butyl-2-chloro-6-methylaniline), N(=O)[O-].[Na+] (Sodium nitrite). The solvent is C(C)O (ethanol). Yields the product C(C)(C)(C)C=1C=C(C=C(C1)Cl)C (3-t-Butyl-5-chlorotoluene). As a reaction SMILES: [C:1]([C:5]1[CH:11]=[C:10]([CH3:12])[C:8](N)=[C:7]([Cl:13])[CH:6]=1)([CH3:4])([CH3:3])[CH3:2].S(=O)(=O)(O)O.N([O-])=O.[Na+]>C(O)C>[C:1]([C:5]1[CH:11]=[C:10]([CH3:12])[CH:8]=[C:7]([Cl:13])[CH:6]=1)([CH3:4])([CH3:3])[CH3:2] |f:2.3|. Reported procedure: 4-t-Butyl-2-chloro-6-methylaniline (1.97 g) was dissolved in ethanol (50 ml); sulphuric acid (1.88 ml, conc.) was added dropwise and the resulting blue solution was heated at reflux. Sodium nitrite (1.72 g) was added portionwise over 30 min. The resulting mixture was heated at reflux for a further 30 min, then cooled and was poured onto ice-water and extracted with ether (2×50 ml). The ethereal extract was dried (MgSO4) and evaporated and the residue was purified on silica gel using hexane as el...